From a dataset of the Open Reaction Database (ORD), a public repository of structured organic reaction records. describe an organic reaction: reactants, conditions, products, and yield Starting materials: C1(CCCCC1)P(C1=C(C=CC=C1)C1=C(C=C(C=C1C(C)C)C(C)C)C(C)C)C1CCCCC1 (dicyclohexyl(2′,4′,6′-triisopropylbiphenyl-2-yl)phosphine), ClC=1C=C(N)C=C(C1)N1CCOCC1 (3-chloro-5-morpholinoaniline), ClC1=C(C(=NC2=CC(=CC(=C12)F)F)C1=NC=CC=C1)C (4-chloro-5,7-difluoro-3-methyl-2-(pyridin-2-yl)quinoline), CC(C)([O-])C.[Na+] (sodium t-butoxide). The reagents and catalysts are C=1C=CC(=CC1)/C=C/C(=O)/C=C/C2=CC=CC=C2.C=1C=CC(=CC1)/C=C/C(=O)/C=C/C2=CC=CC=C2.C=1C=CC(=CC1)/C=C/C(=O)/C=C/C2=CC=CC=C2.[Pd].[Pd] (Pd2dba3). Run in O (water), C1(=CC=CC=C1)C (toluene). Run at temperature 120 celsius, time 45 minute. Yields the product ClC=1C=C(C=C(C1)N1CCOCC1)NC1=C(C(=NC2=CC(=CC(=C12)F)F)C1=NC=CC=C1)C (N-(3-chloro-5-(4-morpholinyl)phenyl)-5,7-difluoro-3-methyl-2-(2-pyridinyl)-4-quinolinamine). As a reaction SMILES: C1(P(C2CCCCC2)C2C=CC=CC=2C2C(C(C)C)=CC(C(C)C)=CC=2C(C)C)CCCCC1.[Cl:35][C:36]1[CH:37]=[C:38]([CH:40]=[C:41]([N:43]2[CH2:48][CH2:47][O:46][CH2:45][CH2:44]2)[CH:42]=1)[NH2:39].Cl[C:50]1[C:59]2[C:54](=[CH:55][C:56]([F:61])=[CH:57][C:58]=2[F:60])[N:53]=[C:52]([C:62]2[CH:67]=[CH:66][CH:65]=[CH:64][N:63]=2)[C:51]=1[CH3:68].CC(C)([O-])C.[Na+]>C1(C)C=CC=CC=1.O.C1C=CC(/C=C/C(/C=C/C2C=CC=CC=2)=O)=CC=1.C1C=CC(/C=C/C(/C=C/C2C=CC=CC=2)=O)=CC=1.C1C=CC(/C=C/C(/C=C/C2C=CC=CC=2)=O)=CC=1.[Pd].[Pd]>[Cl:35][C:36]1[CH:37]=[C:38]([NH:39][C:50]2[C:59]3[C:54](=[CH:55][C:56]([F:61])=[CH:57][C:58]=3[F:60])[N:53]=[C:52]([C:62]3[CH:67]=[CH:66][CH:65]=[CH:64][N:63]=3)[C:51]=2[CH3:68])[CH:40]=[C:41]([N:43]2[CH2:48][CH2:47][O:46][CH2:45][CH2:44]2)[CH:42]=1 |f:3.4,7.8.9.10.11|. Procedure: To a stirred solution of dicyclohexyl(2′,4′,6′-triisopropylbiphenyl-2-yl)phosphine (0.026 g, 0.055 mmol), 3-chloro-5-morpholinoaniline (0.088 g, 0.41 mmol), 4-chloro-5,7-difluoro-3-methyl-2-(pyridin-2-yl)quinoline (0.1 g, 0.34 mmol) and Pd2dba3 (0.013 g, 0.014 mmol) in toluene (3.40 mL) was added sodium t-butoxide (0.083 g, 0.860 mmol). The reaction mixture was heated to 120° C. and stirred for 45 min. The reaction was then cooled to rt and diluted with water (25 mL). The mixture was extracted w... Product: N1=CC=C(C=C1)CC(=O)N1CCC(CC1)C=1SC=C(N1)C1=CC=2C(CCC(C2C=C1)(C)C)(C)C (2-pyridin-4-yl-1-{4-[4-(5,5,8,8-tetramethyl-5,6,7,8-tetrahydronaphthalen-2-yl)thiazol-2-yl]piperidin-1-yl}ethanone). Reported procedure: 200 mg (0.46 mmol) of 4-[4-(5,5,8,8-tetramethyl-5,6,7,8-tetrahydronaphthalen-2-yl)thiazol-2-yl]piperidine hydrobromide, 81 mg (0.46 mmol) of pyridin-4-ylacetic acid, 202 μl (1.84 mmol) of 4-methylmorpholine, 361 mg (1.84 mmol) of EDCl and 135 mg (0.73 mmol) of HOBt are dissolved in 10 ml of THF and stirred at room temperature for 24 h. The reaction mixture is added to saturated ammonium chloride solution and extracted with ethyl acetate. The organic phase is separated off, dried over sodium sulf... Run at time 24 hour. The solvent is C1CCOC1 (THF). Starting materials: Br.CC1(C=2C=CC(=CC2C(CC1)(C)C)C=1N=C(SC1)C1CCNCC1)C (4-[4-(5,5,8,8-tetramethyl-5,6,7,8-tetrahydronaphthalen-2-yl)thiazol-2-yl]piperidine hydrobromide), N1=CC=C(C=C1)CC(=O)O (pyridin-4-ylacetic acid), CN1CCOCC1 (4-methylmorpholine), CCN=C=NCCCN(C)C.Cl (EDCl), C=1C=CC2=C(C1)N=NN2O (HOBt), [Cl-].[NH4+] (ammonium chloride). Reaction SMILES: Br.[CH3:2][C:3]1([CH3:26])[CH2:12][CH2:11][C:10]([CH3:14])([CH3:13])[C:9]2[CH:8]=[C:7]([C:15]3[N:16]=[C:17]([CH:20]4[CH2:25][CH2:24][NH:23][CH2:22][CH2:21]4)[S:18][CH:19]=3)[CH:6]=[CH:5][C:4]1=2.[N:27]1[CH:32]=[CH:31][C:30]([CH2:33][C:34](O)=[O:35])=[CH:29][CH:28]=1.CN1CCOCC1.CCN=C=NCCCN(C)C.Cl.C1C=CC2N(O)N=NC=2C=1.[Cl-].[NH4+]>C1COCC1>[N:27]1[CH:32]=[CH:31][C:30]([CH2:33][C:34]([N:23]2[CH2:24][CH2:25][CH:20]([C:17]3[S:18][CH:19]=[C:15]([C:7]4[CH:6]=[CH:5][C:4]5[C:3]([CH3:26])([CH3:2])[CH2:12][CH2:11][C:10]([CH3:13])([CH3:14])[C:9]=5[CH:8]=4)[N:16]=3)[CH2:21][CH2:22]2)=[O:35])=[CH:29][CH:28]=1 |f:0.1,4.5,7.8|. The reactants are O=C(O)c1ccc(F)cc1, CN(C)C(=O)c1c(CN)c(=O)c2ccc(Cl)cc2n1-c1ccccc1. Product: CN(C)C(=O)c1c(CNC(=O)c2ccc(F)cc2)c(=O)c2ccc(Cl)cc2n1-c1ccccc1. Reaction SMILES: [F:26][c:27]1[cH:28][cH:29][c:30]([C:31](=[O:32])[OH:33])[cH:34][cH:35]1.[NH2:1][CH2:2][c:3]1[c:4]([C:21](=[O:22])[N:23]([CH3:24])[CH3:25])[n:5](-[c:15]2[cH:16][cH:17][cH:18][cH:19][cH:20]2)[c:6]2[cH:7][c:8]([Cl:14])[cH:9][cH:10][c:11]2[c:12]1=[O:13]>>[NH:1]([CH2:2][c:3]1[c:4]([C:21](=[O:22])[N:23]([CH3:24])[CH3:25])[n:5](-[c:15]2[cH:16][cH:17][cH:18][cH:19][cH:20]2)[c:6]2[cH:7][c:8]([Cl:14])[cH:9][cH:10][c:11]2[c:12]1=[O:13])[C:31]([c:30]1[cH:29][cH:28][c:27]([F:26])[cH:35][cH:34]1)=[O:32]. Reactants: [N+](=[N-])(C(=O)OCC)C(=O)OCC (diethyl diazodicarboxylate), C1(CC1)CC1=NN(C(C2=C1SC(=C2O)CC2=CC(=CC=C2)C(F)(F)F)=O)C (7-Cyclopropylmethyl-3-hydroxy-5-methyl-2-[(3-trifluoromethylphenyl)methyl]thieno[2,3-d]pyridazin-4(5H)-one), C1(=CC=CC=C1)P(C1=CC=CC=C1)C1=CC=CC=C1 (triphenylphosphine), C(C)(C)(C)C1=C(C(=CC=C1)C(C)(C)C)O (2,6-di-t-butylphenol), CSCCO (2-(methylthio)ethanol). The solvent is O1CCCC1 (tetrahydrofuran), O1CCCC1 (tetrahydrofuran), O1CCCC1 (tetrahydrofuran), O1CCCC1 (tetrahydrofuran), O1CCCC1 (tetrahydrofuran). Run at time 18 hour. The product is C1(CC1)CC1=NN(C(C2=C1SC(=C2OCCSC)CC2=CC(=CC=C2)C(F)(F)F)=O)C (7-Cyclopropylmethyl-5-methyl-3-[2-(methylthio)ethoxy]-2-[(3-trifluoromethylphenyl)methyl]thieno[2,3-d]pyridazin-4(5H)-one). Reaction SMILES: C1(P(C2C=CC=CC=2)C2C=CC=CC=2)C=CC=CC=1.[N+](C(OCC)=O)(C(OCC)=O)=[N-].C(C1C=CC=C(C(C)(C)C)C=1O)(C)(C)C.[CH3:47][S:48][CH2:49][CH2:50]O.[CH:52]1([CH2:55][C:56]2[C:61]3[S:62][C:63]([CH2:66][C:67]4[CH:72]=[CH:71][CH:70]=[C:69]([C:73]([F:76])([F:75])[F:74])[CH:68]=4)=[C:64]([OH:65])[C:60]=3[C:59](=[O:77])[N:58]([CH3:78])[N:57]=2)[CH2:54][CH2:53]1>O1CCCC1>[CH:52]1([CH2:55][C:56]2[C:61]3[S:62][C:63]([CH2:66][C:67]4[CH:72]=[CH:71][CH:70]=[C:69]([C:73]([F:76])([F:75])[F:74])[CH:68]=4)=[C:64]([O:65][CH2:50][CH2:49][S:48][CH3:47])[C:60]=3[C:59](=[O:77])[N:58]([CH3:78])[N:57]=2)[CH2:53][CH2:54]1. Reported procedure: To 5 ml of dry tetrahydrofuran was added 0.64 ml of 1M triphenylphosphine in tetrahydrofuran followed by 0.64 ml of 1M diethyl diazodicarboxylate in tetrahydrofuran and then by 0.64 ml of 1M 2,6-di-t-butylphenol in tetrahydrofuran. This mixture was mixed for 5 minutes and then 1.28 ml of 0.5M 2-(methylthio)ethanol in tetrahydrofuran was added. The solution was then mixed for 5 minutes. 7-Cyclopropylmethyl-3-hydroxy-5-methyl-2-[(3-trifluoromethylphenyl)methyl]thieno[2,3-d]pyridazin-4(5H)-one (248...